From a dataset of the Open Reaction Database (ORD), a public repository of structured organic reaction records. describe an organic reaction: reactants, conditions, products, and yield As a reaction SMILES: [CH3:1][N:2]([CH3:21])[C:3]1[CH:8]=[CH:7][C:6]([C:9](=S)[NH:10]C2C=CC([N+]([O-])=O)=CC=2)=[CH:5][CH:4]=1.[CH2:22](O)[CH3:23].[OH2:25].[NH2:26][NH2:27].[OH2:28]>>[CH3:1][N:2]([CH3:21])[C:3]1[CH:4]=[CH:5][C:6]([C:9](=[N:26][NH:27][C:23]2[CH:22]=[CH:8][C:3]([N+:2]([O-:28])=[O:25])=[CH:4][CH:5]=2)[NH2:10])=[CH:7][CH:8]=1 |f:2.3|. Procedure details: A suspension of 30 g of the product of Step A and 180 ml of ethanol was heated to reflux and 30 ml of hydrazine hydrate were added thereto. The mixture was refluxed for 15 minutes and then 180 ml of distilled water were added thereto. The mixture was cooled to 10° C. and was vacuum filtered. The product was washed with water and dried to obtain 19 g of 4-dimethylamino-N'-(4-nitrophenyl)-benzenecarbohydrazonamide melting at 174° C. Conditions: temperature 10 celsius. Yields the product CN(C1=CC=C(C=C1)C(N)=NNC1=CC=C(C=C1)[N+](=O)[O-])C (4-dimethylamino-N'-(4-nitrophenyl)-benzenecarbohydrazonamide). Starting materials: O (water), CN(C1=CC=C(C=C1)C(NC1=CC=C(C=C1)[N+](=O)[O-])=S)C (4-dimethylamino-N-(4-nitrophenyl)-benzenecarbothiamide), C(C)O (ethanol), O.NN (hydrazine hydrate). Reactants: c1(ccccn1)Br, S(C(F)(F)F)([O-])(=O)=O.[Cu+2].[O-]S(C(F)(F)F)(=O)=O, n1(ncc(c1)Nc1nc(O[C@H]2C[C@@H](C2)N(C)C(OC(C)(C)C)=O)c2c(n1)[nH]cc2)C. Reagents/catalysts: c1ccc(cc1)-c2c3ccccc3cc4ccccc24 (9-Phenylanthracene), C(=O)([O-])[O-].[Ag+].[Ag+]Â Â  (Ag2CO3). Run in CCC(C)(C)O (t-AmOH). Reaction conditions: temperature 90 celsius, time 18 hour. Yields the product CN([C@@H]1C[C@H](C1)Oc2nc(Nc3cnn(C)c3)nc4[nH]cc(c5ccccn5)c24)C(=O)OC(C)(C)C. Reaction SMILES: [CH3:1][N:2]([C:24]([O:26][C:27]([CH3:30])([CH3:29])[CH3:28])=[O:25])[C@H:3]1[CH2:6][C@H:5]([O:7][c:8]2[c:23]([c:19]3[n:18][c:10]([NH:11][c:12]4[cH:17][n:15]([CH3:16])[n:14][cH:13]4)[n:9]2)[cH:22][cH:21][nH:20]3)[CH2:4]1.Br[c:31]1[n:36][cH:35][cH:34][cH:33][cH:32]1.[Cu+2].[O-]S(C(F)(F)F)(=O)=O.[O-]S(C(F)(F)F)(=O)=O>>[CH3:1][N:2]([C:24]([O:26][C:27]([CH3:30])([CH3:29])[CH3:28])=[O:25])[C@H:3]1[CH2:6][C@H:5]([O:7][c:8]2[c:23]([c:19]3[n:18][c:10]([NH:11][c:12]4[cH:17][n:15]([CH3:16])[n:14][cH:13]4)[n:9]2)[c:22]([c:31]5[n:36][cH:35][cH:34][cH:33][cH:32]5)[cH:21][nH:20]3)[CH2:4]1.